Dataset: the Open Reaction Database (ORD), a public repository of structured organic reaction records. Task: describe an organic reaction: reactants, conditions, products, and yield The reactants are COC=1C=C2C(CC(N(C2=CC1OC)C(=O)OC)C)=O (Methyl 6,7-dimethoxy-2-methyl-4-oxo-1,2,3,4-tetrahydroquinoline-1-carboxylate), [H-].[Na+] (sodium hydride), C(=O)OCC (ethyl formate), [O-]CC.[Na+] (sodium ethoxide), ice water. The solvent is C1=CC=CC=C1 (benzene), C(C)O (ethanol). Run at time 4 hour. Yields the product OC=C1C(N(C2=CC(=C(C=C2C1=O)OC)OC)C(=O)OC)C (3-Hydroxymethylene-6,7-dimethoxy-2-methyl-4-oxo-1,2,3,4-tetrahydro-1-quinoline carboxylic acid, methyl ester). Reaction SMILES: [CH3:1][O:2][C:3]1[CH:4]=[C:5]2[C:10](=[CH:11][C:12]=1[O:13][CH3:14])[N:9]([C:15]([O:17][CH3:18])=[O:16])[CH:8]([CH3:19])[CH2:7][C:6]2=[O:20].[CH:21](OCC)=[O:22].[O-]CC.[Na+].[H-].[Na+]>C(O)C.C1C=CC=CC=1>[OH:22][CH:21]=[C:7]1[C:6](=[O:20])[C:5]2[C:10](=[CH:11][C:12]([O:13][CH3:14])=[C:3]([O:2][CH3:1])[CH:4]=2)[N:9]([C:15]([O:17][CH3:18])=[O:16])[CH:8]1[CH3:19] |f:2.3,4.5|. Procedure details: Methyl 6,7-dimethoxy-2-methyl-4-oxo-1,2,3,4-tetrahydroquinoline-1-carboxylate (13.8 g.) in 140 ml. of benzene containing 19 ml. of ethyl formate is added to sodium ethoxide freshly prepared from 4.8 g. of sodium hydride and 6 ml. of ethanol over a period of 45 min. After stirring at room temperature for 4 hrs. the reaction mixture is poured onto 250 ml. of ice-water. The aqueous layer is retained and the organic layer washed with 1N aqueous sodium hdyroxide. The washings are combined with the aq...